Dataset: the Open Reaction Database (ORD), a public repository of structured organic reaction records. Task: describe an organic reaction: reactants, conditions, products, and yield Starting materials: ClC=1C(=C(C(=NC1)N)[N+](=O)[O-])N1CCN(CC1)CCC1=CC=CC=C1 (5-chloro-3-nitro-4-(4-phenethylpiperazin-1-yl)pyridin-2-amine), CN(C1=CC=C(C=O)C=C1)C (4-(dimethylamino)benzaldehyde), [O-]S(=O)S(=O)[O-].[Na+].[Na+] (Na2S2O4). Reagents/catalysts: N (NH3). Run in CCO (EtOH), CN(C)C=O (DMF), C(Cl)Cl (DCM). Run at temperature 85 celsius. Product: ClC=1C(=C2C(=NC1)NC(=N2)C2=CC=C(N(C)C)C=C2)N2CCN(CC2)CCC2=CC=CC=C2 (4-(6-Chloro-7-(4-phenethylpiperazin-1-yl)-3H-imidazo[4,5-b]pyridin-2-yl)-N,N-dimethylaniline). Isolated yield 1.6%. As a reaction SMILES: [Cl:1][C:2]1[C:3]([N:12]2[CH2:17][CH2:16][N:15]([CH2:18][CH2:19][C:20]3[CH:25]=[CH:24][CH:23]=[CH:22][CH:21]=3)[CH2:14][CH2:13]2)=[C:4]([N+:9]([O-])=O)[C:5]([NH2:8])=[N:6][CH:7]=1.[CH3:26][N:27]([CH3:36])[C:28]1[CH:35]=[CH:34][C:31]([CH:32]=O)=[CH:30][CH:29]=1.[O-]S(S([O-])=O)=O.[Na+].[Na+]>CCO.CN(C=O)C.C(Cl)Cl.N>[Cl:1][C:2]1[C:3]([N:12]2[CH2:17][CH2:16][N:15]([CH2:18][CH2:19][C:20]3[CH:25]=[CH:24][CH:23]=[CH:22][CH:21]=3)[CH2:14][CH2:13]2)=[C:4]2[N:9]=[C:32]([C:31]3[CH:34]=[CH:35][C:28]([N:27]([CH3:36])[CH3:26])=[CH:29][CH:30]=3)[NH:8][C:5]2=[N:6][CH:7]=1 |f:2.3.4|. Procedure: To a mixture of 5-chloro-3-nitro-4-(4-phenethylpiperazin-1-yl)pyridin-2-amine (0.058 g, 0.16 mmol) in EtOH (2.8 mL) and DMF (0.37 mL), 4-(dimethylamino)benzaldehyde (0.026 g, 0.18 mmol, 1.1 eq) was added followed by a freshly prepared aqueous solution of Na2S2O4 (1M; 0.48 mL, 0.48 mmol). The reaction mixture was heated at 85° C. for 24 h, then allowed to cool to room temperature and diluted with DCM and a few drops of aqueous NH3 until complete dissolution was observed. This solution was deposit... The reactants are CCO, Cl, O, CC(=O)c1ccc([N+](=O)[O-])c(C)c1O. The product is CC(=O)c1ccc(N)c(C)c1O. As a reaction SMILES: [CH3:17][CH2:18][OH:19].[ClH:16].[OH2:15].[OH:1][c:2]1[c:3]([C:12]([CH3:13])=[O:14])[cH:4][cH:5][c:6]([N+:9]([O-:10])=[O:11])[c:7]1[CH3:8]>>[OH:1][c:2]1[c:3]([C:12]([CH3:13])=[O:14])[cH:4][cH:5][c:6]([NH2:9])[c:7]1[CH3:8]. Reactants: ClC1=CC=2C=3N(C(=NC2C=C1)S)N=C(N3)C=3OC=CC3 (9-chloro-2-(2-furyl)-5-mercapto[1,2,4]triazolo[1,5-c]quinazoline). Solvent: NC1=CC=CC=C1 (aniline). Reaction conditions: time 66 hour. Product: ClC1=CC=2C=3N(C(NC2C=C1)=NC1=CC=CC=C1)N=C(N3)C=3OC=CC3 (9-chloro-2-(2-furyl)-5-phenylimino-5,6-dihydro-[1,2,4]triazolo[1,5-c]quinazoline). Reaction SMILES: [Cl:1][C:2]1[CH:11]=[CH:10][C:9]2[N:8]=[C:7](S)[N:6]3[N:13]=[C:14]([C:16]4[O:17][CH:18]=[CH:19][CH:20]=4)[N:15]=[C:5]3[C:4]=2[CH:3]=1>NC1C=CC=CC=1>[Cl:1][C:2]1[CH:11]=[CH:10][C:9]2[NH:8][C:7](=[N:8][C:9]3[CH:10]=[CH:11][CH:2]=[CH:3][CH:4]=3)[N:6]3[N:13]=[C:14]([C:16]4[O:17][CH:18]=[CH:19][CH:20]=4)[N:15]=[C:5]3[C:4]=2[CH:3]=1. Procedure: A mixture of 9-chloro-2-(2-furyl)-5-mercapto[1,2,4]triazolo[1,5-c]quinazoline (5.6 g) and aniline (40 ml) is stirred at 150° for 66 hours under nitrogen. The mixture is heated on a rotary evaporator under water pump vacuum to remove residual aniline and recrystallized from aqueous ethanol to afford pure 9-chloro-2-(2-furyl)-5-phenylimino-5,6-dihydro-[1,2,4]triazolo[1,5-c]quinazoline, mp 231°-233°. Reactants: OC1=C(C=CC=C1)C(NC)=N (2-hydroxyl-N-methylbenzenecarboximidamide), S(=O)(=O)(N1C=NC=C1)N1C=NC=C1 (1,1′-sulphonyldiimidazole). Solvent: O (water). The product is CN1S(OC2=C(C1N)C=CC=C2)(=O)=O (N-methyl-4-amino-1,2,3-benzoxathiazine 2,2-dioxide). The yield is 33.8%. RXN SMILES: [OH:1][C:2]1[CH:7]=[CH:6][CH:5]=[CH:4][C:3]=1[C:8](=[NH:11])[NH:9][CH3:10].[S:12](N1C=CN=C1)(N1C=CN=C1)(=[O:14])=[O:13]>O>[CH3:10][N:9]1[CH:8]([NH2:11])[C:3]2[CH:4]=[CH:5][CH:6]=[CH:7][C:2]=2[O:1][S:12]1(=[O:14])=[O:13]. Reported procedure: 0.18 g (1.20 mmol) of 2-hydroxyl-N-methylbenzenecarboximidamide is stirred with 0.48 g (2.42 mmol) of 1,1′-sulphonyldiimidazole at 120° C. for 18 hours. Cooling is followed by stirring the mixture with water and then decanting off from the water. The remaining residue is chromatographed on silica gel (450 g, 40-63 μm) with dichloromethane/methanol=99/1. 87 mg of product are isolated. Starting materials: Cl (hydrochloric acid), OCCNCCN ((Hydroxyethyl)ethylenediamine), C(C)O.O (ethyl alcohol water), C(=S)=S (Carbon disulfide), C(=S)=S (carbon disulfide), C(=S)=S (carbon disulfide). Yields the product OCCN1C=NC(C1)=S (1-(2-hydroxyethyl)-2-imidazolinethione). Reaction SMILES: OC[CH2:3][NH:4][CH2:5][CH2:6][NH2:7].C(=S)=[S:9].Cl.[CH2:12]([OH:14])[CH3:13].O>>[OH:14][CH2:12][CH2:13][N:4]1[CH2:5][C:6](=[S:9])[N:7]=[CH:3]1 |f:3.4|. Reported procedure: (Hydroxyethyl)ethylenediamine (25 ml) is dissolved in 1:1 ethyl alcohol-water (85 mL) and heated to 40°-50° C. Carbon disulfide (16.5 ml) is added dropwise over a period of about 15 minutes. After about half of the amount is added, the exothermic reaction starts and the reaction mixture solidifies. After the addition of all of the carbon disulfide, the mixture is refluxed gently for about 1 hour. Concentrated hydrochloric acid (2 ml) is then added and the reaction mixture is refluxed overnight. ... The reactants are FC1=C(C(=CC(=C1)C(F)(F)F)[N+](=O)[O-])N1C=NC(=CC1=O)C(F)(F)F (1-(2-fluoro-6-nitro-4-trifluoromethylphenyl)-4-trifluoromethylpyrimidin-6-one), 1',1',2',2'-tetrafluoroethoxy-benzene, FC(C(F)F)(OC1=CC=C(N)C=C1)F (4-(1',1',2',2'-tetrafluoroethoxy)-aniline), reduced iron. The reagents and catalysts are Cl (hydrochloric acid). The solvent is C(C)(C)O (isopropanol), O (water). Conditions: temperature 100 celsius. The product is NC1=C(C(=CC(=C1)C(F)(F)F)F)N1C=NC(=CC1=O)C(F)(F)F (1-(2-amino-6-fluoro-4-trifluoromethylphenyl)-4-trifluoromethylpyrimidin-6-one). Reaction SMILES: FC(F)(OC1C=CC(N)=CC=1)C(F)F.[F:15][C:16]1[CH:21]=[C:20]([C:22]([F:25])([F:24])[F:23])[CH:19]=[C:18]([N+:26]([O-])=O)[C:17]=1[N:29]1[C:34](=[O:35])[CH:33]=[C:32]([C:36]([F:39])([F:38])[F:37])[N:31]=[CH:30]1>C(O)(C)C.O.Cl>[NH2:26][C:18]1[CH:19]=[C:20]([C:22]([F:23])([F:24])[F:25])[CH:21]=[C:16]([F:15])[C:17]=1[N:29]1[C:34](=[O:35])[CH:33]=[C:32]([C:36]([F:39])([F:38])[F:37])[N:31]=[CH:30]1. Reported procedure: 4-Nitro-(1',1',2',2'-tetrafluoroethoxy-benzene was converted to 4-(1',1',2',2'-tetrafluoroethoxy)-aniline using the general procedure illustrated in Preparation 12 of EP 0 398 499. In such Preparation, reduced iron powder (0.18 g) was added to a suspension of 1-(2-fluoro-6-nitro-4-trifluoromethylphenyl)-4-trifluoromethylpyrimidin-6-one (0.6 g) in a mixture of isopropanol (6 ml) and water (0.6 ml). Concentrated hydrochloric acid (1 drop) was added, and the reaction mixture was heated to 100° C. f...